describe an organic reaction: reactants, conditions, products, and yield From a dataset of the Open Reaction Database (ORD), a public repository of structured organic reaction records. Run in CN(C=O)C (N,N-dimethylformamide). Product: CN1C(NC(C(=C1)C1(C2=C(CCC=3N=C(SC31)C)C=C(C=C2)C)O)=O)=O ((±)-1-Methyl-5 -(4,5-dihydro-10-hydroxy-2,7-dimethyl-10H-benzo[4,5]cyclohepta[1,2-d]thiazol-10-yl)-2,4(1H,3H)-pyrimidinedione). Run at time 0.75 hour. RXN SMILES: [H-].[Na+].[OH:3][C:4]1([C:20]2[C:21](=[O:27])[NH:22][C:23](=[O:26])[NH:24][CH:25]=2)[C:13]2[S:12][C:11]([CH3:14])=[N:10][C:9]=2[CH2:8][CH2:7][C:6]2[CH:15]=[C:16]([CH3:19])[CH:17]=[CH:18][C:5]1=2.[CH3:28]I>CN(C)C=O>[CH3:28][N:24]1[CH:25]=[C:20]([C:4]2([OH:3])[C:13]3[S:12][C:11]([CH3:14])=[N:10][C:9]=3[CH2:8][CH2:7][C:6]3[CH:15]=[C:16]([CH3:19])[CH:17]=[CH:18][C:5]2=3)[C:21](=[O:27])[NH:22][C:23]1=[O:26] |f:0.1|. The reactants are [H-].[Na+] (Sodium hydride), OC1(C2=C(CCC=3N=C(SC31)C)C=C(C=C2)C)C=2C(NC(NC2)=O)=O ((±)-5-(4,5-Dihydro-10-hydroxy-2,7-dimethyl-10H-benzo[4,5]cyclohepta[1,2-d]thiazol-10-yl)-2,4(1H,3H)-pyrimidinedione), CI (methyl iodide). Reported procedure: Sodium hydride (60% dispersion by wt) (112 mg) was added to a stirred solution of the product from step (v) (1.0 g) in N,N-dimethylformamide (20 ml) at room temperature. After 0.75 h, methyl iodide (0.175 ml) was added and stirring continued for 1 h. The mixture was quenched with water and extracted with ethyl acetate. The organic phase was washed with water, dried (MgSO4) and evaporated under reduced pressure. Purification was by chromatography eluting with 5% methanol in dichloromethane. Reactants: ClCl (chlorine), [OH-].[Na+] (sodium hydroxide), Cl.CN(C1CCCCC1)CC1=CC(=C(C=C1)O)Br (N-methyl-N-cyclohexyl-3-bromo-4-hydroxy-benzylamine hydrochloride), ice water. Run in C(C)(=O)O (acetic acid), C(C)(=O)O (acetic acid). Product: CN(C1CCCCC1)CC1=CC(=C(C(=C1)Cl)O)Br (N-methyl-N-cyclohexyl-3-bromo-5-chloro-4-hydroxy-benzylamine). Reaction SMILES: [ClH:1].[CH3:2][N:3]([CH2:10][C:11]1[CH:16]=[CH:15][C:14]([OH:17])=[C:13]([Br:18])[CH:12]=1)[CH:4]1[CH2:9][CH2:8][CH2:7][CH2:6][CH2:5]1.ClCl.[OH-].[Na+]>C(O)(=O)C>[CH3:2][N:3]([CH2:10][C:11]1[CH:16]=[C:15]([Cl:1])[C:14]([OH:17])=[C:13]([Br:18])[CH:12]=1)[CH:4]1[CH2:5][CH2:6][CH2:7][CH2:8][CH2:9]1 |f:0.1,3.4|. Procedure details: 3.6 gm of N-methyl-N-cyclohexyl-3-bromo-4-hydroxy-benzylamine hydrochloride were dissolved in 50 ml of 90% acetic acid and admixed with a solution of 0.75 gm of chlorine in 15 ml of glacial acetic acid while cooling with ice water. After stirring for a short time, the solution was poured into a mixture of ice and 10 N sodium hydroxide solution and extracted three times with methylene chloride. The organic phase was evaporated to dryness. The residue was purified by means of column chromatography... Starting materials: Cl (hydrogen chloride), S(=O)(Cl)Cl (thionyl chloride), 11.3, N1(C=NC=C1)C1=CC=C(C=C1)CO (4-(1H-imidazol-1-yl)benzenemethanol). The solvent is ClC(Cl)Cl (trichloromethane). Run at time 30 minute. The product is 13.5, Cl.ClCC1=CC=C(C=C1)N1C=NC=C1 (1-[4-(chloromethyl)phenyl]-1H-imidazole monohydrochloride). Reaction SMILES: [N:1]1([C:6]2[CH:11]=[CH:10][C:9]([CH2:12]O)=[CH:8][CH:7]=2)[CH:5]=[CH:4][N:3]=[CH:2]1.[ClH:14].S(Cl)([Cl:17])=O>ClC(Cl)Cl>[ClH:17].[Cl:14][CH2:12][C:9]1[CH:10]=[CH:11][C:6]([N:1]2[CH:5]=[CH:4][N:3]=[CH:2]2)=[CH:7][CH:8]=1 |f:4.5|. Procedure: A stirred solution of 11.3 parts of 4-(1H-imidazol-1-yl)benzenemethanol in 375 parts of trichloromethane was acidified with gaseous hydrogen chloride at room temperature. Then there were added dropwise 10.6 parts of thionyl chloride at room temperature. Upon completion, stirring was continued first for 30 minutes at reflux and further for 30 minutes at room temperature. The reaction mixture was evaporated. The residue was taken up a few times in methylbenzene and the latter was evaporated each t... Reactants: ClC=1C=C2C(=C(C(=NC2=CC1)CCl)C(=O)OCC)C1=CC=C(C=C1)Cl (ethyl 6-chloro-2-chloromethyl-4-(4-chlorophenyl)quinoline-3-carboxylate), C(C)NCC (diethylamine). Yields the product ClC=1C=C2C(=C(C(=NC2=CC1)CN(CC)CC)C(=O)OCC)C1=CC=C(C=C1)Cl (ethyl 6-chloro-4-(4-chlorophenyl)-2-(N,N-diethylaminomethyl)quinoline-3-carboxylate). As a reaction SMILES: [Cl:1][C:2]1[CH:3]=[C:4]2[C:9](=[CH:10][CH:11]=1)[N:8]=[C:7]([CH2:12]Cl)[C:6]([C:14]([O:16][CH2:17][CH3:18])=[O:15])=[C:5]2[C:19]1[CH:24]=[CH:23][C:22]([Cl:25])=[CH:21][CH:20]=1.[CH2:26]([NH:28][CH2:29][CH3:30])[CH3:27]>>[Cl:1][C:2]1[CH:3]=[C:4]2[C:9](=[CH:10][CH:11]=1)[N:8]=[C:7]([CH2:12][N:28]([CH2:29][CH3:30])[CH2:26][CH3:27])[C:6]([C:14]([O:16][CH2:17][CH3:18])=[O:15])=[C:5]2[C:19]1[CH:20]=[CH:21][C:22]([Cl:25])=[CH:23][CH:24]=1. Procedure details: According to the same manner as that described in Example 33, ethyl 6-chloro-2-chloromethyl-4-(4-chlorophenyl)quinoline-3-carboxylate was reacted with diethylamine to give ethyl 6-chloro-4-(4-chlorophenyl)-2-(N,N-diethylaminomethyl)quinoline-3-carboxylate. This compound was recrystallized from ethanol. Colorless prisms, mp. 132°-133° C. Starting materials: O=C(OC(Cl)(Cl)Cl)OC(Cl)(Cl)Cl, C1CCOC1, Cl, Cl, CN(C(=O)N(C)C1CNCC1c1ccc(F)cc1)c1cc(C(F)(F)F)cc(C(F)(F)F)c1, c1ccncc1. RXN SMILES: [C:40]([O:41][C:42]([Cl:43])([Cl:50])[Cl:51])(=[O:44])[O:45][C:46]([Cl:47])([Cl:48])[Cl:49].[CH2:52]1[O:53][CH2:54][CH2:55][CH2:56]1.[ClH:1].[ClH:57].[F:2][C:3]([c:4]1[cH:5][c:6]([N:14]([C:15](=[O:16])[N:17]([CH3:18])[CH:19]2[CH2:20][NH:21][CH2:22][CH:23]2[c:24]2[cH:25][cH:26][c:27]([F:30])[cH:28][cH:29]2)[CH3:31])[cH:7][c:8]([C:10]([F:11])([F:12])[F:13])[cH:9]1)([F:32])[F:33].[cH:34]1[cH:35][cH:36][n:37][cH:38][cH:39]1>>[F:2][C:3]([c:4]1[cH:5][c:6]([N:14]([C:15](=[O:16])[N:17]([CH3:18])[CH:19]2[CH2:20][N:21]([C:42](=[O:41])[Cl:43])[CH2:22][CH:23]2[c:24]2[cH:25][cH:26][c:27]([F:30])[cH:28][cH:29]2)[CH3:31])[cH:7][c:8]([C:10]([F:11])([F:12])[F:13])[cH:9]1)([F:32])[F:33]. The product is CN(C(=O)N(C)C1CN(C(=O)Cl)CC1c1ccc(F)cc1)c1cc(C(F)(F)F)cc(C(F)(F)F)c1.